Dataset: the Open Reaction Database (ORD), a public repository of structured organic reaction records. Task: describe an organic reaction: reactants, conditions, products, and yield Starting materials: [OH-].[Na+] (sodium hydroxide), CC1=CC(=NC=C1)C=1C=C(C=CC1)NC(=S)NC(C1=CC=CC=C1)=O (N-(3-(4-methylpyridin-2-yl)phenyl)-N′-benzoylthiourea), Cl (hydrochloric acid). Conditions: temperature 60 celsius, time 1 hour. Reported procedure: To a suspension of N-(3-(4-methylpyridin-2-yl)phenyl)-N′-benzoylthiourea (540 mg) in methanol (5 ml) was added an aqueous sodium hydroxide solution (1N, 1.55 ml) dropwise. The mixture was stirred at 60° C. for 1 hour, cooled to ambient temperature, and the pH was adjusted to 8.0 with 1N hydrochloric acid. The mixture was diluted with water (50 ml) and extracted with ethyl acetate. The organic layer was washed with brine, dried over sodium sulfate and evaporated under reduced pressure. The residu... The product is CC1=CC(=NC=C1)C=1C=C(C=CC1)NC(=S)N (N-(3-(4-methylpyridin-2-yl)phenyl)thiourea). As a reaction SMILES: [CH3:1][C:2]1[CH:7]=[CH:6][N:5]=[C:4]([C:8]2[CH:9]=[C:10]([NH:14][C:15]([NH:17]C(=O)C3C=CC=CC=3)=[S:16])[CH:11]=[CH:12][CH:13]=2)[CH:3]=1.[OH-].[Na+].Cl>CO.O>[CH3:1][C:2]1[CH:7]=[CH:6][N:5]=[C:4]([C:8]2[CH:9]=[C:10]([NH:14][C:15]([NH2:17])=[S:16])[CH:11]=[CH:12][CH:13]=2)[CH:3]=1 |f:1.2|. Solvent: O (water), CO (methanol). Isolated yield 94.1%.